From a dataset of the Open Reaction Database (ORD), a public repository of structured organic reaction records. describe an organic reaction: reactants, conditions, products, and yield Reactants: BrC1=CC=C(C=C1)C1=C(C(=NO1)C)C(O)C=1N=NN(C1)CC1=CC(=CC=C1)C(F)(F)F ([5-(4-bromo-phenyl)-3-methyl-isoxazol-4-yl]-[1-(3-trifluoromethyl-benzyl)-1H-[1,2,3]triazol-4-yl]-methanol), C(C)OC(=O)C1(CC1)C1=CC=C(C=C1)B1OC(C(O1)(C)C)(C)C (1-[4-(4,4,5,5-tetramethyl-[1,3,2]dioxaborolan-2-yl)-phenyl]-cyclopropanecarboxylic acid ethyl ester). Product: C(C)OC(=O)C1(CC1)C1=CC=C(C=C1)C1=CC=C(C=C1)C1=C(C(=NO1)C)C(C=1N=NN(C1)CC1=CC(=CC=C1)C(F)(F)F)O (1-[4′-(4-{Hydroxy-[1-(3-trifluoromethyl-benzyl)-1H-[1,2,3]triazol-4-yl]-methyl}-3-methyl-isoxazol-5-yl)-biphenyl-4-yl]-cyclopropanecarboxylic acid ethyl ester). Reaction SMILES: Br[C:2]1[CH:7]=[CH:6][C:5]([C:8]2[O:12][N:11]=[C:10]([CH3:13])[C:9]=2[CH:14]([C:16]2[N:17]=[N:18][N:19]([CH2:21][C:22]3[CH:27]=[CH:26][CH:25]=[C:24]([C:28]([F:31])([F:30])[F:29])[CH:23]=3)[CH:20]=2)[OH:15])=[CH:4][CH:3]=1.[CH2:32]([O:34][C:35]([C:37]1([C:40]2[CH:45]=[CH:44][C:43](B3OC(C)(C)C(C)(C)O3)=[CH:42][CH:41]=2)[CH2:39][CH2:38]1)=[O:36])[CH3:33]>>[CH2:32]([O:34][C:35]([C:37]1([C:40]2[CH:45]=[CH:44][C:43]([C:2]3[CH:3]=[CH:4][C:5]([C:8]4[O:12][N:11]=[C:10]([CH3:13])[C:9]=4[CH:14]([OH:15])[C:16]4[N:17]=[N:18][N:19]([CH2:21][C:22]5[CH:27]=[CH:26][CH:25]=[C:24]([C:28]([F:29])([F:30])[F:31])[CH:23]=5)[CH:20]=4)=[CH:6][CH:7]=3)=[CH:42][CH:41]=2)[CH2:38][CH2:39]1)=[O:36])[CH3:33]. Procedure details: Prepared according to the procedure described in Example 1, Step 10, using [5-(4-bromo-phenyl)-3-methyl-isoxazol-4-yl]-[1-(3-trifluoromethyl-benzyl)-1H-[1,2,3]triazol-4-yl]-methanol and 1-[4-(4,4,5,5-tetramethyl-[1,3,2]dioxaborolan-2-yl)-phenyl]-cyclopropanecarboxylic acid ethyl ester.